From a dataset of the Open Reaction Database (ORD), a public repository of structured organic reaction records. describe an organic reaction: reactants, conditions, products, and yield The product is NCCC(O)C1=NC(=CC=C1)OCC1CCOCC1 (3-amino-1-(6-((tetrahydro-2H-pyran-4-yl)methoxy)pyridin-2-yl)propan-1-ol). Reactants: O=C(CC#N)C1=NC(=CC=C1)OCC1CCOCC1 (3-oxo-3-(6-((tetrahydro-2H-pyran-4-yl)methoxy)pyridin-2-yl)propanenitrile), [H-].[H-].[H-].[H-].[Li+].[Al+3] (LiAlH4). Reaction SMILES: [O:1]=[C:2]([C:6]1[CH:11]=[CH:10][CH:9]=[C:8]([O:12][CH2:13][CH:14]2[CH2:19][CH2:18][O:17][CH2:16][CH2:15]2)[N:7]=1)[CH2:3][C:4]#[N:5].[H-].[H-].[H-].[H-].[Li+].[Al+3]>>[NH2:5][CH2:4][CH2:3][CH:2]([C:6]1[CH:11]=[CH:10][CH:9]=[C:8]([O:12][CH2:13][CH:14]2[CH2:15][CH2:16][O:17][CH2:18][CH2:19]2)[N:7]=1)[OH:1] |f:1.2.3.4.5.6|. Procedure details: Reduction of 3-oxo-3-(6-((tetrahydro-2H-pyran-4-yl)methoxy)pyridin-2-yl)propanenitrile by LiAlH4 following the method used in Example 2 gives Example 38. Starting materials: CC(C)N, CO, O=C1CCC(c2ccc(OCC3CO3)cc2)=NN1. The product is CC(C)NCC(O)COc1ccc(C2=NNC(=O)CC2)cc1. Reaction SMILES: [CH3:19][CH:20]([CH3:21])[NH2:22].[CH3:23][OH:24].[O:1]1[CH:2]([CH2:3][O:4][c:5]2[cH:6][cH:7][c:8]([C:11]3=[N:16][NH:15][C:14](=[O:17])[CH2:13][CH2:12]3)[cH:9][cH:10]2)[CH2:18]1>>[OH:1][CH:2]([CH2:3][O:4][c:5]1[cH:6][cH:7][c:8]([C:11]2=[N:16][NH:15][C:14](=[O:17])[CH2:13][CH2:12]2)[cH:9][cH:10]1)[CH2:18][NH:22][CH:20]([CH3:19])[CH3:21].